This data is from the Open Reaction Database (ORD), a public repository of structured organic reaction records. The task is: describe an organic reaction: reactants, conditions, products, and yield Reactants: OCC1(CCCC1)C(=O)N1CCN(CC1)C1=CC=C(C=C1)C ((1-Hydroxymethyl-cyclopentyl)-(4-(4-methylphenyl)piperazin-1-yl)-methanone), CC(=O)OI1(C=2C=CC=CC2C(=O)O1)(OC(=O)C)OC(=O)C (Dess-Martin periodinane). Solvent: C(Cl)Cl (DCM), CCOCC (Et2O), [OH-].[Na+] (NaOH). Run at time 3.5 hour. Yields the product CC1=CC=C(C=C1)N1CCN(CC1)C(=O)C1(CCCC1)C=O (1-(4-(4-methylphenyl)-piperazine-1-carbonyl)-cyclopentanecarbaldehyde). Yield: 105.0%. Reaction SMILES: [OH:1][CH2:2][C:3]1([C:8]([N:10]2[CH2:15][CH2:14][N:13]([C:16]3[CH:21]=[CH:20][C:19]([CH3:22])=[CH:18][CH:17]=3)[CH2:12][CH2:11]2)=[O:9])[CH2:7][CH2:6][CH2:5][CH2:4]1.CC(OI1(OC(C)=O)(OC(C)=O)OC(=O)C2C=CC=CC1=2)=O>C(Cl)Cl.CCOCC.[OH-].[Na+]>[CH3:22][C:19]1[CH:18]=[CH:17][C:16]([N:13]2[CH2:12][CH2:11][N:10]([C:8]([C:3]3([CH:2]=[O:1])[CH2:4][CH2:5][CH2:6][CH2:7]3)=[O:9])[CH2:15][CH2:14]2)=[CH:21][CH:20]=1 |f:4.5|. Reported procedure: (1-Hydroxymethyl-cyclopentyl)-(4-(4-methylphenyl)piperazin-1-yl)-methanone from the previous step (1.57 g, 5.22 mmol) was dissolved in DCM (40 mL). Dess-Martin periodinane (3.06 g, 7.22 mmol) was added and the reaction mixture was stirred at room temperature for 3.5 hours. The reaction mixture diluted with Et2O (100 mL) and 1M aq NaOH solution (50 mL) was added. The reaction mixture was stirred for 20 minutes and then the organic layer was separated and washed with 1M aq NaOH solution (50 mL), w...